Dataset: the Open Reaction Database (ORD), a public repository of structured organic reaction records. Task: describe an organic reaction: reactants, conditions, products, and yield Reactants: COC(=O)C1=CC=C(C2=C1C=1C=NC=CC1O2)OC(F)F (Methyl-6-difluoromethyloxybenzo[4,5]furo[3,2-c]pyridine-9-carboxylate), [OH-].[Na+] (sodium hydroxide), C(C)(=O)O (acetic acid). Solvent: O (water), CO (methanol), O (water). Yields the product FC(OC1=CC=C(C2=C1OC1=C2C=NC=C1)C(=O)O)F (6-Difluoromethyloxybenzo[4,5]furo[3,2-c]pyridine-9-carboxylic acid). Isolated yield 89.1%. As a reaction SMILES: C[O:2][C:3]([C:5]1[C:10]2[C:11]3[CH:12]=[N:13][CH:14]=[CH:15][C:16]=3[O:17][C:9]=2[C:8]([O:18][CH:19]([F:21])[F:20])=[CH:7][CH:6]=1)=[O:4].[OH-].[Na+].C(O)(=O)C>CO.O>[F:21][CH:19]([F:20])[O:18][C:8]1[C:9]2[O:17][C:16]3[CH:15]=[CH:14][N:13]=[CH:12][C:11]=3[C:10]=2[C:5]([C:3]([OH:4])=[O:2])=[CH:6][CH:7]=1 |f:1.2|. Reported procedure: A solution of Methyl-6-difluoromethyloxybenzo[4,5]furo[3,2-c]pyridine-9-carboxylate (6.5 g, 0.0221 moles), sodium hydroxide (4.0 g, 0.110 moles) and water (10.0 mL) in methanol (60.0 mL) was refluxed for 1-1.5 hrs. Methanol was removed under reduced pressure. The residue obtained was diluted with water (50.0 mL) and acidified with acetic acid. The solid separated was filtered, washed with water (2×100 mL) and dried to get 5.5 g of product as off-white solid.